This data is from the Open Reaction Database (ORD), a public repository of structured organic reaction records. The task is: describe an organic reaction: reactants, conditions, products, and yield The reactants are COC(=O)C(C)NCc1ccccc1, O. Yields the product CC(NCc1ccccc1)C(=O)O. As a reaction SMILES: [CH2:1]([c:2]1[cH:3][cH:4][cH:5][cH:6][cH:7]1)[NH:8][CH:9]([CH3:10])[C:11](=[O:12])[O:13][CH3:14].[OH2:15]>>[CH2:1]([c:2]1[cH:3][cH:4][cH:5][cH:6][cH:7]1)[NH:8][CH:9]([CH3:10])[C:11](=[O:12])[OH:13]. The reactants are C(C)(C)(C)C1(CCCC=2C3=C(C(=NC12)N(C(=O)[O-])C(=O)[O-])N=C(N3CCSC3=CC=CC=C3)CCCC)C(C)(C)C (di(tert-butyl)2-butyl-1-[2-(phenylthio)ethyl]-6,7,8,9-tetrahydro-1H-imidazo[4,5-c]quinolin-4-ylimidodicarbonate), ClCCl (dichloromethane), solution, Cl (hydrochloric acid). Run in O1CCOCC1 (dioxane). Reaction conditions: time 2 hour. Product: Cl.C(CCC)C=1N(C2=C(C(=NC=3CCCCC23)N)N1)CCSC1=CC=CC=C1 (2-butyl-1-[2-(phenylthio)ethyl]-6,7,8,9-tetrahydro-1H-imidazo[4,5-c]quinolin-4-amine hydrochloride). As a reaction SMILES: C([C:5]1(C(C)(C)C)[C:14]2[N:13]=[C:12]([N:15](C([O-])=O)C([O-])=O)[C:11]3[N:22]=[C:23]([CH2:34][CH2:35][CH2:36][CH3:37])[N:24]([CH2:25][CH2:26][S:27][C:28]4[CH:33]=[CH:32][CH:31]=[CH:30][CH:29]=4)[C:10]=3[C:9]=2[CH2:8][CH2:7][CH2:6]1)(C)(C)C.Cl.[Cl:43]CCl>O1CCOCC1>[ClH:43].[CH2:34]([C:23]1[N:24]([CH2:25][CH2:26][S:27][C:28]2[CH:33]=[CH:32][CH:31]=[CH:30][CH:29]=2)[C:10]2[C:9]3[CH2:8][CH2:7][CH2:6][CH2:5][C:14]=3[N:13]=[C:12]([NH2:15])[C:11]=2[N:22]=1)[CH2:35][CH2:36][CH3:37] |f:4.5|. Procedure: A round bottom flask was charged with a magnetic stir bar, di(tert-butyl)2-butyl-1-[2-(phenylthio)ethyl]-6,7,8,9-tetrahydro-1H-imidazo[4,5-c]quinolin-4-ylimidodicarbonate (0.50 g, 0.86 mmol), a 4 M solution of hydrochloric acid in dioxane (5 mL), and dichloromethane (5 mL). The reaction was judged to be complete after stirring at ambient temperature for 2 hours. The volatiles were removed under reduced pressure to afford an off white solid. The material was recrystallized from acetonitrile to pr... Reactants: BrCC1CO1, CCCCc1c(C)[nH]c(C(=O)OCC)c1O, O=C([O-])[O-], CN(C)C=O, [K+], [K+]. Yields the product CCCCc1c(C)[nH]c(C(=O)OCC)c1OCC1CO1. Reaction SMILES: [Br:17][CH2:18][CH:19]1[CH2:20][O:21]1.[C:1](=[O:2])([O:3][CH2:4][CH3:5])[c:6]1[nH:7][c:8]([CH3:16])[c:9]([CH2:12][CH2:13][CH2:14][CH3:15])[c:10]1[OH:11].[C:22](=[O:23])([O-:24])[O-:25].[CH3:28][N:29]([CH3:30])[CH:31]=[O:32].[K+:26].[K+:27]>>[C:1](=[O:2])([O:3][CH2:4][CH3:5])[c:6]1[nH:7][c:8]([CH3:16])[c:9]([CH2:12][CH2:13][CH2:14][CH3:15])[c:10]1[O:11][CH2:18][CH:19]1[CH2:20][O:21]1. Starting materials: C(C)(=O)NC1=CC=C(C=C1)C1CC(C(=O)O1)=C=O (4-(4-acetylaminophenyl)-carbonyl-γ-butyrolactone), CNN (methylhydrazine), C(C)O (ethanol). The product is C(C)(=O)NC1=CC=C(C=C1)C=1C(CC(N(N1)C)=O)CO (6-(4-Acetylaminophenyl)-5-hydroxymethyl-2-methyl-2,3,4,5-tetrahydropyridazin-3-one). Reaction SMILES: [C:1]([NH:4][C:5]1[CH:10]=[CH:9][C:8]([CH:11]2OC(=O)[C:13](=[C:17]=[O:18])[CH2:12]2)=[CH:7][CH:6]=1)(=[O:3])[CH3:2].[CH3:19][NH:20][NH2:21].[CH2:22]([OH:24])C>>[C:1]([NH:4][C:5]1[CH:6]=[CH:7][C:8]([C:11]2[CH:12]([CH2:22][OH:24])[CH2:13][C:17](=[O:18])[N:20]([CH3:19])[N:21]=2)=[CH:9][CH:10]=1)(=[O:3])[CH3:2]. Procedure details: 7.4 g (0.03 mol) of 4-(4-acetylaminophenyl)-carbonyl-γ-butyrolactone and 2 ml (0.038 mol) of methylhydrazine in 30 ml of ethanol are heated at room temperature for 1 hour and then under reflux for 3 hours. After the mixture has been cooled, the precipitated product is filtered off with suction and washed. The reactants are CCOC(=O)C1(CI)CCN(C(=O)c2ccccc2OCC)C1, Oc1ccc(-c2ncc(Cl)cn2)cc1. Product: CCOC(=O)C1(COc2ccc(-c3ncc(Cl)cn3)cc2)CCN(C(=O)c2ccccc2OCC)C1. As a reaction SMILES: [CH2:15]([CH3:16])[O:17][C:18](=[O:19])[C:20]1([CH2:36][I:37])[CH2:21][N:22]([C:25]([c:26]2[c:27]([O:32][CH2:33][CH3:34])[cH:28][cH:29][cH:30][cH:31]2)=[O:35])[CH2:23][CH2:24]1.[Cl:1][c:2]1[cH:3][n:4][c:5](-[c:8]2[cH:9][cH:10][c:11]([OH:14])[cH:12][cH:13]2)[n:6][cH:7]1>>[Cl:1][c:2]1[cH:3][n:4][c:5](-[c:8]2[cH:9][cH:10][c:11]([O:14][CH2:36][C:20]3([C:18]([O:17][CH2:15][CH3:16])=[O:19])[CH2:21][N:22]([C:25]([c:26]4[c:27]([O:32][CH2:33][CH3:34])[cH:28][cH:29][cH:30][cH:31]4)=[O:35])[CH2:23][CH2:24]3)[cH:12][cH:13]2)[n:6][cH:7]1. The reactants are C(C)OC(C(C)(C)OC1=CC(=C(C=C1)OCCC=1N=C(OC1C)C1=CC=C(C=C1)C1=CC=CC=C1)CCC1=CC=CC=C1)=O (2-{4-[2-(2-biphenyl-4-yl-5-methyloxazol-4-yl)ethoxy]-3-phenethylphenoxy}-2-methylpropionic acid ethyl ester), [OH-].[Na+] (NaOH). The solvent is C(C)O (ethanol). Conditions: temperature 55 celsius. Product: C1(=CC=C(C=C1)C=1OC(=C(N1)CCOC1=C(C=C(OC(C(=O)O)(C)C)C=C1)CCC1=CC=CC=C1)C)C1=CC=CC=C1 (2-{4-[2-(2-biphenyl-4-yl-5-methyloxazol-4-yl)ethoxy]-3-phenethylphenoxy}-2-methylpropionic acid). As a reaction SMILES: C([O:3][C:4](=[O:44])[C:5]([O:8][C:9]1[CH:14]=[CH:13][C:12]([O:15][CH2:16][CH2:17][C:18]2[N:19]=[C:20]([C:24]3[CH:29]=[CH:28][C:27]([C:30]4[CH:35]=[CH:34][CH:33]=[CH:32][CH:31]=4)=[CH:26][CH:25]=3)[O:21][C:22]=2[CH3:23])=[C:11]([CH2:36][CH2:37][C:38]2[CH:43]=[CH:42][CH:41]=[CH:40][CH:39]=2)[CH:10]=1)([CH3:7])[CH3:6])C.[OH-].[Na+]>C(O)C>[C:27]1([C:30]2[CH:31]=[CH:32][CH:33]=[CH:34][CH:35]=2)[CH:26]=[CH:25][C:24]([C:20]2[O:21][C:22]([CH3:23])=[C:18]([CH2:17][CH2:16][O:15][C:12]3[CH:13]=[CH:14][C:9]([O:8][C:5]([CH3:7])([CH3:6])[C:4]([OH:44])=[O:3])=[CH:10][C:11]=3[CH2:36][CH2:37][C:38]3[CH:43]=[CH:42][CH:41]=[CH:40][CH:39]=3)[N:19]=2)=[CH:29][CH:28]=1 |f:1.2|. Procedure: A solution of 2-{4-[2-(2-biphenyl-4-yl-5-methyloxazol-4-yl)ethoxy]-3-phenethylphenoxy}-2-methylpropionic acid ethyl ester (0.57 mmol) in ethanol (10 mL) was treated with 2.5 N aqueous NaOH (1.1 mL), and heated at 55° C. for 2 h. The reaction was cooled to ambient temperature and concentrated down to near dryness. The residue was then diluted with ethyl acetate (40 mL) and water (20 mL) and acidified to pH=1 with 1N aqueous HCl. The organic layer was washed with brine (20 mL), dried (Na2SO4) and ... Starting materials: C(=O)(OC)C1=CC=C(C=C1)COC1=C2CC(N(CC2=CC=C1OC)C(C(C1=CC=CC=C1)C1=CC=CC=C1)=O)C(=O)OCC ((RS)-5-[(4-Carbomethoxyphenyl)methoxy]-2-(diphenyl acetyl)-1,2,3,4-tetrahydro-6-methoxy-3-isoquinolinecarboxylic acid, ethyl ester). The solvent is CO (methanol), [OH-].[Na+] (sodium hydroxide), CO (methanol). Yields the product C(=O)(O)C1=CC=C(C=C1)COC1=C2CC(N(CC2=CC=C1OC)C(C(C1=CC=CC=C1)C1=CC=CC=C1)=O)C(=O)O ((RS)-5-(4-Carboxyphenylmethoxy)-2-(diphenylacetyl) -1,2,3,4-tetrahydro-6-methoxy-3-isoquinolinecarboxylic acid). Reaction SMILES: [C:1]([C:5]1[CH:10]=[CH:9][C:8]([CH2:11][O:12][C:13]2[C:22]([O:23][CH3:24])=[CH:21][CH:20]=[C:19]3[C:14]=2[CH2:15][CH:16]([C:40]([O:42]CC)=[O:41])[N:17]([C:25](=[O:39])[CH:26]([C:33]2[CH:38]=[CH:37][CH:36]=[CH:35][CH:34]=2)[C:27]2[CH:32]=[CH:31][CH:30]=[CH:29][CH:28]=2)[CH2:18]3)=[CH:7][CH:6]=1)([O:3]C)=[O:2]>CO.[OH-].[Na+]>[C:1]([C:5]1[CH:10]=[CH:9][C:8]([CH2:11][O:12][C:13]2[C:22]([O:23][CH3:24])=[CH:21][CH:20]=[C:19]3[C:14]=2[CH2:15][CH:16]([C:40]([OH:42])=[O:41])[N:17]([C:25](=[O:39])[CH:26]([C:33]2[CH:34]=[CH:35][CH:36]=[CH:37][CH:38]=2)[C:27]2[CH:32]=[CH:31][CH:30]=[CH:29][CH:28]=2)[CH2:18]3)=[CH:7][CH:6]=1)([OH:3])=[O:2] |f:2.3|. Procedure: A solution of 1.10 g (0.0019 mole) of the diester from Example 32 in 100 mL of methanol and 15 mL of 2N sodium hydroxide is heated to the boiling point, allowing the methanol to distill off. After 1 hour (pot temperature =90° C.), 1N hydrochloric acid (35 mL) is added to precipitate a gum. On addition of 10 mL of ether, crystals develop; wt. 0.84 g. Recrystallization from ethyl acetate petroleum ether gives pure product; mp 190°-192° C. The reactants are CC(=O)NCCc1cccc([N+](=O)[O-])c1, CC(=O)[O-], CCO, [Fe], [NH4+], O. Yields the product CC(=O)NCCc1cccc(N)c1. RXN SMILES: [C:1]([CH3:2])(=[O:3])[NH:4][CH2:5][CH2:6][c:7]1[cH:8][c:9]([N+:13]([O-:14])=[O:15])[cH:10][cH:11][cH:12]1.[CH3:17][C:18](=[O:19])[O-:20].[CH3:22][CH2:23][OH:24].[Fe:25].[NH4+:16].[OH2:21]>>[C:1]([CH3:2])(=[O:3])[NH:4][CH2:5][CH2:6][c:7]1[cH:8][c:9]([NH2:13])[cH:10][cH:11][cH:12]1.